This data is from the Open Reaction Database (ORD), a public repository of structured organic reaction records. The task is: describe an organic reaction: reactants, conditions, products, and yield The reactants are CS(=O)(=O)Cl (methane-sulfonyl chloride), FC1=CC=C(C=C1)CCCO (3-(4-fluorophenyl)propanol), Cl.Cl.N1CCC(CC1)NC(=O)C1=CC2=CN=C3C=CC=C(S1)N32 (N-(piperidin-4-yl)-5-thia-1,8b-diazaacenaphthylene-4-carboxamide dihydrochloride), S(C)(=O)(=O)[O-] (mesylate), C(O)([O-])=O.[Na+] (sodium hydrogen carbonate). The solvent is C(C)OCC (diethyl ether), C(C)N(CC)CC (triethylamine), O (water), C(C)O (ethanol), C(C)N(CC)CC (triethylamine). Reaction conditions: time 1 hour. Product: FC1=CC=C(C=C1)CCCN1CCC(CC1)NC(=O)C1=CC2=CN=C3C=CC=C(S1)N32 (N-[1-[3-(4-fluorophenyl)propan-1-yl]-piperidin-4-yl]-5-thia-1,8b-diazaacenaphthylene-4-carboxamide). RXN SMILES: CS(Cl)(=O)=O.[F:6][C:7]1[CH:12]=[CH:11][C:10]([CH2:13][CH2:14][CH2:15]O)=[CH:9][CH:8]=1.C(=O)([O-])O.[Na+].Cl.Cl.[NH:24]1[CH2:29][CH2:28][CH:27]([NH:30][C:31]([C:33]2[S:43][C:42]3[N:44]4[C:35](=[CH:36][N:37]=[C:38]4[CH:39]=[CH:40][CH:41]=3)[CH:34]=2)=[O:32])[CH2:26][CH2:25]1.S([O-])(=O)(=O)C>C(OCC)C.C(O)C.O.C(N(CC)CC)C>[F:6][C:7]1[CH:8]=[CH:9][C:10]([CH2:13][CH2:14][CH2:15][N:24]2[CH2:25][CH2:26][CH:27]([NH:30][C:31]([C:33]3[S:43][C:42]4[N:44]5[C:35](=[CH:36][N:37]=[C:38]5[CH:39]=[CH:40][CH:41]=4)[CH:34]=3)=[O:32])[CH2:28][CH2:29]2)=[CH:11][CH:12]=1 |f:2.3,4.5.6|. Procedure: Under nitrogen gas, 0.47 ml (6.07 mM) of methane-sulfonyl chloride was added to a solution of 0.62 g (4.02 mM) of 3-(4-fluorophenyl)propanol and 1.1 ml (7.89 mM) of triethylamine in diethyl ether (8 ml) at 0° C. and the mixture was stirred at the prevailing temperature for 1 hour. The reaction was stopped by adding saturated aqueous solution of sodium hydrogen carbonate and the reaction mixture was extracted with diethyl ether. The organic layer was washed with saturated aqueous solution of sodi... The reactants are ClC1=C(C(CN2C=NC=C2)O)C=CC(=C1)Cl (2,4-dichloro-α-[(1-imidazolyl)methyl]benzyl alcohol), BrCC1=COC2=C1C(=CC(=C2)Cl)Cl (3-bromomethyl-4,6-dichlorobenzofuran), [Cl-].[Na+] (sodium chloride), [H-].[Na+] (sodium hydride), [N+](=O)(O)[O-] (nitric acid). Solvent: C(C)OCC (diethyl ether), C(C)(=O)OCC (ethyl acetate), CN(C=O)C (dimethylformamide), C(C)(=O)O (acetic acid), O (water). Reaction conditions: time 2 hour. Yields the product [N+](=O)(O)[O-].ClC1=C(C(CN2C=NC=C2)OCC2=COC3=C2C(=CC(=C3)Cl)Cl)C=CC(=C1)Cl (1-[2,4-dichloro-β-[(4,6-dichlorobenzofuran-3-yl)methoxy]-phenethyl]imidazole nitrate). Reaction SMILES: [Cl:1][C:2]1[CH:15]=[C:14]([Cl:16])[CH:13]=[CH:12][C:3]=1[CH:4]([OH:11])[CH2:5][N:6]1[CH:10]=[CH:9][N:8]=[CH:7]1.[H-].[Na+].Br[CH2:20][C:21]1[C:25]2[C:26]([Cl:31])=[CH:27][C:28]([Cl:30])=[CH:29][C:24]=2[O:23][CH:22]=1.[Cl-].[Na+].[N+:34]([O-:37])([OH:36])=[O:35]>CN(C)C=O.C(OCC)C.C(OCC)(=O)C.C(O)(=O)C.O>[N+:34]([O-:37])([OH:36])=[O:35].[Cl:1][C:2]1[CH:15]=[C:14]([Cl:16])[CH:13]=[CH:12][C:3]=1[CH:4]([O:11][CH2:20][C:21]1[C:25]2[C:26]([Cl:31])=[CH:27][C:28]([Cl:30])=[CH:29][C:24]=2[O:23][CH:22]=1)[CH2:5][N:6]1[CH:10]=[CH:9][N:8]=[CH:7]1 |f:1.2,4.5,12.13|. Procedure: A stirred solution of 0.51 g (0.002 mol) of 2,4-dichloro-α-[(1-imidazolyl)methyl]benzyl alcohol was cooled to 0° C. and treated with 48 mg (0.002 mol) of sodium hydride (60 mg of an 80% dispersion in mineral oil). Stirring was continued and, after the effervescence had ceased (about 0.5 hour), the mixture was treated with a solution of 0.56 g (0.002 mol) of 3-bromomethyl-4,6-dichlorobenzofuran in 2 ml of dry dimethylformamide. The mixture was stirred at 0° C. for 0.5 hour and then at room temper... Starting materials: O=C(N1CCCCCC1)C(F)(F)F. The reagents and catalysts are N=1C=CC=C2C=CC=3C=CC(=NC3C12)C, O1B(OC(C)(C)C1(C)C)B2OC(C)(C)C(O2)(C)C, C[OH2+].C[OH2+].C1CC=CCCC=C1.C1CC=CCCC=C1.[Ir].[Ir]. Run in C1CCCCCCC1. Conditions: temperature 100 celsius, time 20 hour. The product is O=C(N1CCCCC(B2OC(C)(C)C(O2)(C)C)C1)C(F)(F)F. Isolated yield 26.0%. Reactants: CC(=O)O, Cl, O=C1NC(=O)c2ccccc21. Yields the product O=C1NCc2ccccc21. RXN SMILES: [C:13]([OH:14])(=[O:15])[CH3:16].[ClH:12].[O:1]=[C:2]1[NH:3][C:4](=[O:5])[c:6]2[cH:7][cH:8][cH:9][cH:10][c:11]21>>[O:1]=[C:2]1[NH:3][CH2:4][c:6]2[cH:7][cH:8][cH:9][cH:10][c:11]21. Reactants: CC(C(=O)O)C=1C=C2C=CC(=NC2=CC1)C1=CC=C(C=C1)Cl (α-methyl-2-(p-chlorophenyl)-6-quinolineacetic acid), CO (methanol). Reagents/catalysts: S(O)(O)(=O)=O (sulphuric acid). Reaction conditions: time 2 hour. The product is COC(C(C=1C=C2C=CC(=NC2=CC1)C1=CC=C(C=C1)Cl)C)=O (α-Methyl-2-(p-chlorophenyl)-6-quinolineacetic acid methyl ester). As a reaction SMILES: [CH3:1][CH:2]([C:6]1[CH:7]=[C:8]2[C:13](=[CH:14][CH:15]=1)[N:12]=[C:11]([C:16]1[CH:21]=[CH:20][C:19]([Cl:22])=[CH:18][CH:17]=1)[CH:10]=[CH:9]2)[C:3]([OH:5])=[O:4].[CH3:23]O>S(=O)(=O)(O)O>[CH3:23][O:4][C:3](=[O:5])[CH:2]([CH3:1])[C:6]1[CH:7]=[C:8]2[C:13](=[CH:14][CH:15]=1)[N:12]=[C:11]([C:16]1[CH:21]=[CH:20][C:19]([Cl:22])=[CH:18][CH:17]=1)[CH:10]=[CH:9]2. Procedure details: A mixture consisting of 1.9 g of α-methyl-2-(p-chlorophenyl)-6-quinolineacetic acid, 28 ml of methanol and 28 drops of concentrated sulphuric acid is kept for 2 hours under reflux. Thereafter the reaction mixture is concentrated on a rotary evaporator. The residue is treated with ice, ehter and 50 ml of 0.5 N sodium chloride solution. After thorough shaking, the aqueous phase is separated off and the organic phase is washed with water, dried over sodium sulphate and evaporated. The residue is di... Starting materials: CC(C)(C(=O)O)C(=O)NCc1cc(F)cc(F)c1, CN1C(=O)C(N)c2ccccc2-c2ccccc21. The product is CN1C(=O)C(NC(=O)C(C)(C)C(=O)NCc2cc(F)cc(F)c2)c2ccccc2-c2ccccc21. Reaction SMILES: [F:19][c:20]1[cH:21][c:22]([CH2:23][NH:24][C:25]([C:26]([C:27](=[O:28])[OH:29])([CH3:30])[CH3:31])=[O:32])[cH:33][c:34]([F:36])[cH:35]1.[NH2:1][CH:2]1[c:3]2[c:4]([cH:15][cH:16][cH:17][cH:18]2)-[c:5]2[c:6]([cH:11][cH:12][cH:13][cH:14]2)[N:7]([CH3:10])[C:8]1=[O:9]>>[NH:1]([CH:2]1[c:3]2[c:4]([cH:15][cH:16][cH:17][cH:18]2)-[c:5]2[c:6]([cH:11][cH:12][cH:13][cH:14]2)[N:7]([CH3:10])[C:8]1=[O:9])[C:27]([C:26]([C:25]([NH:24][CH2:23][c:22]1[cH:21][c:20]([F:19])[cH:35][c:34]([F:36])[cH:33]1)=[O:32])([CH3:30])[CH3:31])=[O:28]. Reactants: B(Br)(Br)Br (boron tribromide), C(C)OC(=O)C=1NC(=C(C1C)Br)C (4-bromo-3,5-dimethyl-1H-pyrrole-2-carboxylic acid ethyl ester), solution, B(Br)(Br)Br (boron tribromide). The solvent is C(Cl)Cl (DCM). Reaction conditions: time 16 hour. The product is BrC=1C(=C(NC1C)C(=O)O)C (4-bromo-3,5-dimethyl-1H-pyrrole-2-carboxylic acid). Yield: 150.5%. As a reaction SMILES: C([O:3][C:4]([C:6]1[NH:7][C:8]([CH3:13])=[C:9]([Br:12])[C:10]=1[CH3:11])=[O:5])C.B(Br)(Br)Br>C(Cl)Cl>[Br:12][C:9]1[C:10]([CH3:11])=[C:6]([C:4]([OH:5])=[O:3])[NH:7][C:8]=1[CH3:13]. Procedure: To 4-bromo-3,5-dimethyl-1H-pyrrole-2-carboxylic acid ethyl ester (900 mg) was added 10 mL of a solution of boron tribromide (1 M) in DCM. The mixture was stirred at RT for 16 hours (h), then heated under reflux for 5 h. To complete the reaction neat boron tribromide (1.5 mL) was added dropwise and refluxing was continued for 3 h. After cooling to RT the mixture was poured onto crushed ice and extracted with DCM. The combined organic phases were filtered through a plug of diatomaceous earth and c...